Dataset: the Open Reaction Database (ORD), a public repository of structured organic reaction records. Task: describe an organic reaction: reactants, conditions, products, and yield Starting materials: ClCC#N (chloroacetonitrile), [Na] (sodium), Cl.CON=C1CNCC1 (3-methoxyiminopyrrolidine hydrochloride). Run in CO (methanol). Run at time 30 minute. Product: Cl.CON=C1CN(CC1)C(CCl)=N (2-(3-methoxyiminopyrrolidin-1-yl)-2-iminoethylchloride hydrochloride). Reaction SMILES: [Cl:1][CH2:2][C:3]#[N:4].[Na].Cl.[CH3:7][O:8][N:9]=[C:10]1[CH2:14][CH2:13][NH:12][CH2:11]1>CO>[ClH:1].[CH3:7][O:8][N:9]=[C:10]1[CH2:14][CH2:13][N:12]([C:3](=[NH:4])[CH2:2][Cl:1])[CH2:11]1 |f:2.3,5.6,^1:4|. Procedure details: 0.63 ml of chloroacetonitrile was added to a solution of 23 mg of metallic sodium in 4 ml of absolute methanol, the mixture was stirred at room temperature for about 30 minutes, then 1.5 g of 3-methoxyiminopyrrolidine hydrochloride were added and the resulting mixture stirred for a further 2 hours. After completion of the reaction, the solvent was distilled off and the concentrate mixed with anhydrous ether. The crystals which separated out were collected by filtration and washed with ether, giv... The reactants are O1C(=NC=C1)S (oxazole-2-thiol), BrCCCC1=C2C(C(=O)NC2=O)=CC=C1 (3-Bromopropylphthalimide), [O-]CC.[Na+] (sodium ethoxide), resultant solution, [Na] (sodium). Run in C(C)O (ethanol). Yields the product C1(C=2C(C(N1CCCSC=1OC=CN1)=O)=CC=CC2)=O (2-(3-phthalimidopropylthio)oxazole). RXN SMILES: Br[CH2:2][CH2:3][CH2:4][C:5]1C=C[CH:13]=[C:7]2[C:8]([NH:10][C:11](=[O:12])[C:6]=12)=O.[O-:16][CH2:17][CH3:18].[Na+].[Na].[O:21]1[CH:25]=[CH:24][N:23]=[C:22]1[SH:26]>C(O)C>[C:11]1(=[O:12])[N:10]([CH2:8][CH2:7][CH2:13][S:26][C:22]2[O:21][CH:25]=[CH:24][N:23]=2)[C:17](=[O:16])[C:18]2=[CH:2][CH:3]=[CH:4][CH:5]=[C:6]12 |f:1.2,^1:19|. Procedure: 3-Bromopropylphthalimide (13.4 g.) was added to a stirred solution of sodium ethoxide (from 1.15 g. sodium and oxazole-2-thiol(5.1 g.) in ethanol (100 ml.). The resultant solution was heated under reflux for 2.5 hours and concentrated under reduced pressure. The residue was triturated with water (100 ml.) to afford 2-(3-phthalimidopropylthio)oxazole (14 g.) m.p. 101°. Recrystallisation from ethanol gave the pure oxazole, m.p. 102°-3°.